From a dataset of the Open Reaction Database (ORD), a public repository of structured organic reaction records. describe an organic reaction: reactants, conditions, products, and yield Procedure details: 64.0 g (110 mmoles) of (1R,2R,3R,4S)-1-t-butyldimethylsilyloxy-2-[(E,3S)-3-t-butyldimethylsilyloxy-1-octenyl]-4-hydroxymethyl-3-(3-trimethylsilyl-2-propynyl)cyclopentane (31) was taken into a 1-liter eggplant-shaped flask, and dissolved by adding 500 ml of methanol. Then, 106.3 g of a 28% methanol solution of sodium methylate was added, and the mixture was stirred at room temperature for 30 minutes. Saturated aqueous ammonium chloride solution (300 ml) was added, and the mixture was extracted tw... Product: [Si](C)(C)(C(C)(C)C)O[C@H]1[C@@H]([C@@H]([C@H](C1)CO)CC#C)\C=C\[C@H](CCCCC)O[Si](C)(C)C(C)(C)C ((1R,2R,3R,4S)-1-t-butyldimethylsilyloxy-2-[(E,3S)-3-t-butyldimethylsilyloxy-1-octenyl]-4-hydroxymethyl-3-(2-propynyl)cyclopentane). Run at time 30 minute. The solvent is CO (methanol), CO (methanol). Starting materials: [Si](C)(C)(C(C)(C)C)O[C@H]1[C@@H]([C@@H]([C@H](C1)CO)CC#C[Si](C)(C)C)\C=C\[C@H](CCCCC)O[Si](C)(C)C(C)(C)C ((1R,2R,3R,4S)-1-t-butyldimethylsilyloxy-2-[(E,3S)-3-t-butyldimethylsilyloxy-1-octenyl]-4-hydroxymethyl-3-(3-trimethylsilyl-2-propynyl)cyclopentane), C[O-].[Na+] (sodium methylate), [Cl-].[NH4+] (ammonium chloride). Yield: 96.3%. As a reaction SMILES: [Si:1]([O:8][C@@H:9]1[CH2:13][C@H:12]([CH2:14][OH:15])[C@@H:11]([CH2:16][C:17]#[C:18][Si](C)(C)C)[C@H:10]1/[CH:23]=[CH:24]/[C@@H:25]([O:31][Si:32]([C:35]([CH3:38])([CH3:37])[CH3:36])([CH3:34])[CH3:33])[CH2:26][CH2:27][CH2:28][CH2:29][CH3:30])([C:4]([CH3:7])([CH3:6])[CH3:5])([CH3:3])[CH3:2].C[O-].[Na+].[Cl-].[NH4+]>CO>[Si:1]([O:8][C@@H:9]1[CH2:13][C@H:12]([CH2:14][OH:15])[C@@H:11]([CH2:16][C:17]#[CH:18])[C@H:10]1/[CH:23]=[CH:24]/[C@@H:25]([O:31][Si:32]([C:35]([CH3:36])([CH3:38])[CH3:37])([CH3:34])[CH3:33])[CH2:26][CH2:27][CH2:28][CH2:29][CH3:30])([C:4]([CH3:7])([CH3:6])[CH3:5])([CH3:3])[CH3:2] |f:1.2,3.4|. Starting materials: C(CCCCCCCCCCCCCCC)(=O)OC(CC(=O)OC(C)(C)C)CCCCCCCCCCCCCCC (tert-butyl 3-hexadecanoyloxyoctadecanoate). Run in FC(C(=O)O)(F)F (trifluoroacetic acid). Run at time 3 hour. Product: C(CCCCCCCCCCCCCCC)(=O)OC(CC(=O)O)CCCCCCCCCCCCCCC (3-hexadecanoyloxyoctadecanoic acid). Yield: 88.5%. As a reaction SMILES: [C:1]([O:18][CH:19]([CH2:28][CH2:29][CH2:30][CH2:31][CH2:32][CH2:33][CH2:34][CH2:35][CH2:36][CH2:37][CH2:38][CH2:39][CH2:40][CH2:41][CH3:42])[CH2:20][C:21]([O:23]C(C)(C)C)=[O:22])(=[O:17])[CH2:2][CH2:3][CH2:4][CH2:5][CH2:6][CH2:7][CH2:8][CH2:9][CH2:10][CH2:11][CH2:12][CH2:13][CH2:14][CH2:15][CH3:16]>FC(F)(F)C(O)=O>[C:1]([O:18][CH:19]([CH2:28][CH2:29][CH2:30][CH2:31][CH2:32][CH2:33][CH2:34][CH2:35][CH2:36][CH2:37][CH2:38][CH2:39][CH2:40][CH2:41][CH3:42])[CH2:20][C:21]([OH:23])=[O:22])(=[O:17])[CH2:2][CH2:3][CH2:4][CH2:5][CH2:6][CH2:7][CH2:8][CH2:9][CH2:10][CH2:11][CH2:12][CH2:13][CH2:14][CH2:15][CH3:16]. Procedure: To tert-butyl 3-hexadecanoyloxyoctadecanoate (156 g) was added trifluoroacetic acid (200 ml) at 0° C. After the temperature of the mixture was reached to ambient temperature, the resulting solution was allowed to stand at the same temperature for 3 hours. Excess trifluoroacetic acid was distilled off under reduced pressure. The residue was taken up in benzene and the solvent was evaporated off. This operation was repeated twice to remove trifluoroacetic acid completely. The residue was recrystal... The reactants are NC1=NC=CC(=C1)COC1=CC=C(C2=CC=CC=C12)N (2-Amino-4-((4-aminonaphthalen-1-yloxy)methyl)pyridine), C1=CN(C=N1)C(=O)N2C=CN=C2 (CDI), C(C)(C)(C)C1=NN(C(=C1)N)C1=CC=C(C=C1)C (3-tert-butyl-1-p-tolyl-1H-pyrazol-5-amine). Solvent: C(Cl)Cl (DCM), C(Cl)Cl (DCM). Reaction conditions: time 1 hour. Product: NC1=NC=CC(=C1)COC1=CC=C(C2=CC=CC=C12)NC(=O)NC1=CC(=NN1C1=CC=C(C=C1)C)C(C)(C)C (1-(4-((2-aminopyridin-4-yl)methoxy) naphthalen-1-yl)-3-(3-tert-butyl-1-p-tolyl-1H-pyrazol-5-yl)urea), solid. The yield is 63.0%. Reaction SMILES: C1N=CN([C:6](N2C=NC=C2)=[O:7])C=1.[C:13]([C:17]1[CH:21]=[C:20]([NH2:22])[N:19]([C:23]2[CH:28]=[CH:27][C:26]([CH3:29])=[CH:25][CH:24]=2)[N:18]=1)([CH3:16])([CH3:15])[CH3:14].[NH2:30][C:31]1[CH:36]=[C:35]([CH2:37][O:38][C:39]2[C:48]3[C:43](=[CH:44][CH:45]=[CH:46][CH:47]=3)[C:42]([NH2:49])=[CH:41][CH:40]=2)[CH:34]=[CH:33][N:32]=1>C(Cl)Cl>[NH2:30][C:31]1[CH:36]=[C:35]([CH2:37][O:38][C:39]2[C:48]3[C:43](=[CH:44][CH:45]=[CH:46][CH:47]=3)[C:42]([NH:49][C:6]([NH:22][C:20]3[N:19]([C:23]4[CH:24]=[CH:25][C:26]([CH3:29])=[CH:27][CH:28]=4)[N:18]=[C:17]([C:13]([CH3:16])([CH3:15])[CH3:14])[CH:21]=3)=[O:7])=[CH:41][CH:40]=2)[CH:34]=[CH:33][N:32]=1. Procedure: To a solution of CDI (4.18 g, 25.8 mmol) in DCM (15 mL) was added dropwise under nitrogen a solution of 3-tert-butyl-1-p-tolyl-1H-pyrazol-5-amine (4) (WO 2000043384) (5.91 g, 25.8 mmol) in DCM (15 mL) over 40 min. The resulting solution was stirred at RT for 1 hr then added dropwise under nitrogen to a solution of 2-amino-4-((4-aminonaphthalen-1-yloxy)methyl)pyridine (3) (3.80 g, 12.9 mmol). The mixture was stirred overnight and the volatiles were removed in vacuo. The crude material was purifie... Yields the product Cc1cnc2c(c1C)CCCC2C(N)=S. Starting materials: [Li]CCCC, Cc1cnc2c(c1C)CCCC2, C[Si](C)(C)N=C=S, CC(C)NC(C)C, c1ccccc1. As a reaction SMILES: [CH2:8]([Li:9])[CH2:10][CH2:11][CH3:12].[CH3:13][c:14]1[cH:15][n:16][c:17]2[c:22]([c:23]1[CH3:24])[CH2:21][CH2:20][CH2:19][CH2:18]2.[CH3:25][Si:26]([CH3:27])([CH3:28])[N:29]=[C:30]=[S:31].[CH:1]([NH:2][CH:3]([CH3:4])[CH3:5])([CH3:6])[CH3:7].[cH:32]1[cH:33][cH:34][cH:35][cH:36][cH:37]1>>[CH3:13][c:14]1[cH:15][n:16][c:17]2[c:22]([c:23]1[CH3:24])[CH2:21][CH2:20][CH2:19][CH:18]2[C:30]([NH2:29])=[S:31]. Reactants: ClC1=NC(=NC(=N1)Cl)OC (2,4-dichloro-6-methoxy-s-triazine), C(C)O (ethanol), C([O-])(O)=O.[Na+] (sodium bicarbonate). Solvent: CC(=O)C (acetone). Conditions: time 1 hour. Product: ClC1=NC(=NC(=N1)OC)OCC (2-chloro-4-methoxy-6-ethoxy-s-triazine). RXN SMILES: Cl[C:2]1[N:7]=[C:6]([Cl:8])[N:5]=[C:4]([O:9][CH3:10])[N:3]=1.[CH2:11]([OH:13])[CH3:12].C(=O)(O)[O-].[Na+]>CC(C)=O>[Cl:8][C:6]1[N:5]=[C:4]([O:9][CH3:10])[N:3]=[C:2]([O:13][CH2:11][CH3:12])[N:7]=1 |f:2.3|. Procedure: The 2,4-dichloro-6-methoxy-s-triazine obtained as described in Example A-3 is suspended in acetone, 46 parts of ethanol and 90 parts of sodium bicarbonate are slowly added, and the reaction is carried out at a temperature of between 40° and 50° C. for about one hour. The mixture is then evaporated to give the compound 2-chloro-4-methoxy-6-ethoxy-s-triazine as a powder which contains electrolyte salts and serves as the monochloro-triazine starting compound in the synthesis of dyestuffs according ... The product is CC1(S(=O)(=O)O)CC(=O)OC1=O. Reactants: C=C(C)C(=O)OC, CC1CC(=O)OC1=O, O=S(=O)=O. RXN SMILES: [CH3:13][O:14][C:15]([C:16](=[CH2:17])[CH3:18])=[O:19].[CH3:1][CH:2]1[C:3](=[O:4])[O:5][C:6](=[O:8])[CH2:7]1.[O:9]=[S:10](=[O:11])=[O:12]>>[CH3:1][C:2]1([S:10](=[O:9])(=[O:11])[OH:12])[C:3](=[O:4])[O:5][C:6](=[O:8])[CH2:7]1. The product is COCc1cncc(Br)c1. RXN SMILES: [Br:1][c:2]1[cH:3][n:4][cH:5][c:6]([CH2:8][OH:9])[cH:7]1.[CH3:12][I:13].[H-:10].[Na+:11].[O:15]1[CH2:16][CH2:17][CH2:18][CH2:19]1.[OH2:14]>>[Br:1][c:2]1[cH:3][n:4][cH:5][c:6]([CH2:8][O:9][CH3:12])[cH:7]1. Starting materials: OCc1cncc(Br)c1, CI, [H-], [Na+], C1CCOC1, O. The reactants are Cl.COC=1C=CC=2C[C@@H]3[C@@H]4CCC(C[C@@]4(C2C1)CCN3)=O (3-methoxymorphinan-6-one hydrochloride), C1(CC1)CBr (cyclopropylmethyl bromide), C([O-])(O)=O.[Na+] (sodium bicarbonate). The solvent is C(Cl)(Cl)Cl.CO (chloroform methanol). Product: Cl.C1(CC1)CN1[C@H]2[C@@H]3CCC(C[C@@]3(C=3C=C(C=CC3C2)OC)CC1)=O (17-Cyclopropylmethyl-3-methoxymorphinan-6-one Hydrochloride). As a reaction SMILES: [ClH:1].[CH3:2][O:3][C:4]1[CH:5]=[CH:6][C:7]2[CH2:8][C@H:9]3[NH:20][CH2:19][CH2:18][C@@:15]4([C:16]=2[CH:17]=1)[C@H:10]3[CH2:11][CH2:12][C:13](=[O:21])[CH2:14]4.[CH:22]1([CH2:25]Br)[CH2:24][CH2:23]1.C(=O)(O)[O-].[Na+]>C(Cl)(Cl)Cl.CO>[ClH:1].[CH:22]1([CH2:25][N:20]2[CH2:19][CH2:18][C@@:15]34[C:16]5[CH:17]=[C:4]([O:3][CH3:2])[CH:5]=[CH:6][C:7]=5[CH2:8][C@@H:9]2[C@@H:10]3[CH2:11][CH2:12][C:13](=[O:21])[CH2:14]4)[CH2:24][CH2:23]1 |f:0.1,3.4,5.6,7.8|. Procedure details: A sample of 3-methoxymorphinan-6-one hydrochloride (3.08 g, 10 mmol, prepared in Part IC), was reacted with cyclopropylmethyl bromide in the presence of sodium bicarbonate as described in Example 1D. After chromatography on Silica Gel G using 20:1 V/V chloroform-methanol, 2.5 g of the desired product was isolated as a syrup. This was converted to the hydrochoride salt to yield 2.1 g (58%) of TR-5152, mp 265°-267° C. The reactants are C(CCCC(=O)OC)(=O)OC (dimethyl glutarate), CNCCC1=CNC2=CC=CC=C12 (N-methyl-tryptamine), Cl (hydrochloric acid). Run at temperature 150 celsius. Product: CN(CCC1=CNC2=CC=CC=C12)C(CCCC(=O)OC)=O (N-methyl-N-(4-methoxycarbonylbutyryl)-tryptamine). Yield: 74.8%. Reaction SMILES: [C:1]([O:10][CH3:11])(=[O:9])[CH2:2][CH2:3][CH2:4][C:5]([O:7]C)=O.[CH3:12][NH:13][CH2:14][CH2:15][C:16]1[C:24]2[C:19](=[CH:20][CH:21]=[CH:22][CH:23]=2)[NH:18][CH:17]=1.Cl>>[CH3:12][N:13]([C:5](=[O:7])[CH2:4][CH2:3][CH2:2][C:1]([O:10][CH3:11])=[O:9])[CH2:14][CH2:15][C:16]1[C:24]2[C:19](=[CH:20][CH:21]=[CH:22][CH:23]=2)[NH:18][CH:17]=1. Procedure details: 8.0 g of dimethyl glutarate were added to 8.70 g of N-methyl-tryptamine (i.e., 3-(2-methylaminoethyl)-indole), and the mixture was heated at 150° C. under reduced pressure for 2 hours. After the reaction was completed, the mixture was acidified with dilute hydrochloric acid and then extracted with ethyl acetate. The extract was washed with water, an aqueous saturated sodium bicarbonate solution and an aqueous saturated sodium chloride solution, successively. The washed extract was dried and evap... Starting materials: ClC1=C(C=CC(=C1)OC)CC(=O)C=1C=CC2=C(N(C(CO2)=O)C)C1 (6-[2-(2-chloro-4-methoxy-phenyl)-acetyl]-4-methyl-4H-benzo[1,4]oxazin-3-one), [H-].[Na+] (sodium hydride), CI (methyl iodide). Solvent: O1CCCC1 (tetrahydrofuran), O1CCCC1 (tetrahydrofuran). Run at time 1.5 hour. The product is ClC1=C(C=CC(=C1)OC)C(C(=O)C=1C=CC2=C(N(C(CO2)=O)C)C1)C ((RS)-6-[2-(2-Chloro-4-methoxy-phenyl)-propionyl]-4-methyl-4H-benzo[1,4]oxazin-3-one). Isolated yield 54.0%. As a reaction SMILES: [Cl:1][C:2]1[CH:7]=[C:6]([O:8][CH3:9])[CH:5]=[CH:4][C:3]=1[CH2:10][C:11]([C:13]1[CH:14]=[CH:15][C:16]2[O:21][CH2:20][C:19](=[O:22])[N:18]([CH3:23])[C:17]=2[CH:24]=1)=[O:12].[H-].[Na+].[CH3:27]I>O1CCCC1>[Cl:1][C:2]1[CH:7]=[C:6]([O:8][CH3:9])[CH:5]=[CH:4][C:3]=1[CH:10]([CH3:27])[C:11]([C:13]1[CH:14]=[CH:15][C:16]2[O:21][CH2:20][C:19](=[O:22])[N:18]([CH3:23])[C:17]=2[CH:24]=1)=[O:12] |f:1.2|. Procedure: To a solution of 6-[2-(2-chloro-4-methoxy-phenyl)-acetyl]-4-methyl-4H-benzo[1,4]oxazin-3-one (5.9 g, 17 mmol) in tetrahydrofuran (380 ml) was added sodium hydride (60% dispersion in mineral oil, 0.72 g, 17.9 mmol). The mixture was stirred at room temperature for 1.5 h and then placed in an ice bath. A solution of methyl iodide (2.54 g, 17.9 mmol) in tetrahydrofuran (15 ml) was added dropwise (5 min). The ice bath was removed and the mixture was stirred at 35° C. for 3.5 h. The reaction mixture w...